From a dataset of the Open Reaction Database (ORD), a public repository of structured organic reaction records. describe an organic reaction: reactants, conditions, products, and yield Starting materials: [Si](C)(C)(C(C)(C)C)OCCNCC1=CC(=NC=C1)C1=CC(=C(C(=C1)OC)OC)OC (N-[2-(tert-Butyldimethylsilyloxy)ethyl]-N-[[2-(3,4,5-trimethoxyphenyl)pyridin-4-yl]methyl]amine), C1=CC=CC=2C3=CC=CC=C3C(C12)COC(=O)N[C@@H](CC(C)C)C(=O)O (N-(9-fluorenylmethoxycarbonyl)-L-leucine). The product is [Si](C)(C)(C(C)(C)C)OCCN(C([C@@H](NC(=O)OCC1C2=CC=CC=C2C=2C=CC=CC12)CC(C)C)=O)CC1=CC(=NC=C1)C1=CC(=C(C(=C1)OC)OC)OC (N-[2-(tert-butyldimethylsilyloxy)ethyl]-N-[[2-(3,4,5-trimethoxyphenyl)pyridin-4-yl]methyl]-Nα-(9-fluorenylmethoxycarbonyl)-L-leucine amide). Reaction SMILES: [Si:1]([O:8][CH2:9][CH2:10][NH:11][CH2:12][C:13]1[CH:18]=[CH:17][N:16]=[C:15]([C:19]2[CH:24]=[C:23]([O:25][CH3:26])[C:22]([O:27][CH3:28])=[C:21]([O:29][CH3:30])[CH:20]=2)[CH:14]=1)([C:4]([CH3:7])([CH3:6])[CH3:5])([CH3:3])[CH3:2].[CH:31]1[C:43]2[CH:42]([CH2:44][O:45][C:46]([NH:48][C@H:49]([C:54](O)=[O:55])[CH2:50][CH:51]([CH3:53])[CH3:52])=[O:47])[C:41]3[C:36](=[CH:37][CH:38]=[CH:39][CH:40]=3)[C:35]=2[CH:34]=[CH:33][CH:32]=1>>[Si:1]([O:8][CH2:9][CH2:10][N:11]([CH2:12][C:13]1[CH:18]=[CH:17][N:16]=[C:15]([C:19]2[CH:20]=[C:21]([O:29][CH3:30])[C:22]([O:27][CH3:28])=[C:23]([O:25][CH3:26])[CH:24]=2)[CH:14]=1)[C:54](=[O:55])[C@H:49]([CH2:50][CH:51]([CH3:52])[CH3:53])[NH:48][C:46]([O:45][CH2:44][CH:42]1[C:41]2[CH:40]=[CH:39][CH:38]=[CH:37][C:36]=2[C:35]2[C:43]1=[CH:31][CH:32]=[CH:33][CH:34]=2)=[O:47])([C:4]([CH3:7])([CH3:6])[CH3:5])([CH3:2])[CH3:3]. Reported procedure: N-[2-(tert-Butyldimethylsilyloxy)ethyl]-N-[[2-(3,4,5-trimethoxyphenyl)pyridin-4-yl]methyl]amine (1.40 g) and N-(9-fluorenylmethoxycarbonyl)-L-leucine (1.16 g) were treated in the same manner as in Preparation Example 9 to obtain the title compound. The reactants are CC[N+](CC)(CC)Cc1ccccc1, [Cl-], ClCCl, O=[N+]([O-])c1cccc(CCl)c1, [Na+], [OH-], O, CN1CCC(O)CC1. Product: CN1CCC(OCc2cccc([N+](=O)[O-])c2)CC1. Reaction SMILES: [CH2:27]([N+:28]([CH2:29][CH3:30])([CH2:31][CH3:32])[CH2:33][CH3:34])[c:35]1[cH:36][cH:37][cH:38][cH:39][cH:40]1.[Cl-:26].[Cl:22][CH2:23][Cl:24].[N+:11](=[O:12])([O-:13])[c:14]1[cH:15][c:16]([CH2:17][Cl:18])[cH:19][cH:20][cH:21]1.[Na+:10].[OH-:9].[OH2:25].[OH:1][CH:2]1[CH2:3][CH2:4][N:5]([CH3:8])[CH2:6][CH2:7]1>>[O:1]([CH:2]1[CH2:3][CH2:4][N:5]([CH3:8])[CH2:6][CH2:7]1)[CH2:17][c:16]1[cH:15][c:14]([N+:11](=[O:12])[O-:13])[cH:21][cH:20][cH:19]1. Starting materials: Oc1ccc2ncnc(Nc3ccc(F)c(Cl)c3)c2c1, Cl, ClCCCN1CCCC1. The product is Fc1ccc(Nc2ncnc3ccc(OCCCN4CCCC4)cc23)cc1Cl. RXN SMILES: [Cl:1][c:2]1[cH:3][c:4]([NH:5][c:6]2[n:7][cH:8][n:9][c:10]3[cH:11][cH:12][c:13]([OH:16])[cH:14][c:15]23)[cH:17][cH:18][c:19]1[F:20].[ClH:21].[N:22]1([CH2:27][CH2:28][CH2:29][Cl:30])[CH2:23][CH2:24][CH2:25][CH2:26]1>>[Cl:1][c:2]1[cH:3][c:4]([NH:5][c:6]2[n:7][cH:8][n:9][c:10]3[cH:11][cH:12][c:13]([O:16][CH2:29][CH2:28][CH2:27][N:22]4[CH2:23][CH2:24][CH2:25][CH2:26]4)[cH:14][c:15]23)[cH:17][cH:18][c:19]1[F:20]. The reactants are [N+](=O)(O)[O-] (nitric acid), C(C)(C)N1C(OC2(C1)COC1=C(OC2)C=CC=C1)=O (3'-isopropyl-3,4-dihydro-2H-1,5-benzodioxepin-3-spiro-5'-oxazolidin-2'-one), [N+](=O)(O)[O-] (nitric acid), S(O)(O)(=O)=O (sulfuric acid), S(O)(O)(=O)=O (sulfuric acid). Run in C(C)(=O)O (acetic acid). Run at time 20 minute. Product: C(C)(C)N1C(OC2(C1)COC1=C(OC2)C=CC(=C1)[N+](=O)[O-])=O (3'-isopropyl-7-nitro-3,4-dihydro-2H-1,5-benzodioxepin-3-spiro-5'-oxazolidin-2'-one). Isolated yield 53.8%. As a reaction SMILES: [CH:1]([N:4]1[CH2:8][C:7]2([CH2:14][O:13][C:12]3[CH:15]=[CH:16][CH:17]=[CH:18][C:11]=3[O:10][CH2:9]2)[O:6][C:5]1=[O:19])([CH3:3])[CH3:2].[N+:20]([O-])([OH:22])=[O:21].S(=O)(=O)(O)O>C(O)(=O)C>[CH:1]([N:4]1[CH2:8][C:7]2([CH2:9][O:10][C:11]3[CH:18]=[CH:17][C:16]([N+:20]([O-:22])=[O:21])=[CH:15][C:12]=3[O:13][CH2:14]2)[O:6][C:5]1=[O:19])([CH3:3])[CH3:2]. Procedure: A solution of 3'-isopropyl-3,4-dihydro-2H-1,5-benzodioxepin-3-spiro-5'-oxazolidin-2'-one (24.8 g.; 94.2 mmole) in acetic acid (100 ml.) is cooled in an ice bath to the point at which freezing begins. A mixture of 90% nitric acid and concentrated sulfuric acid (54 mls., containing 1.2 ml. of nitric acid (d 1.5) to each 10 ml. of sulfuric acid, (ca. 124 mmole) is added dropwise with stirring over a period of 20 minutes, the cooling bath then is removed and stirring continued for 2 hours. A slight ... Solvent: C(C)#N (ACN). Reaction SMILES: CC1C=CC(S(O[CH2:12][CH:13]2[CH2:22][CH2:21][C:20]3[C:15](=[CH:16][C:17]([S:23]([CH3:26])(=[O:25])=[O:24])=[CH:18][CH:19]=3)[O:14]2)(=O)=O)=CC=1.[CH2:27]([NH:30][CH2:31][CH2:32][CH3:33])[CH2:28][CH3:29]>C(#N)C>[CH3:26][S:23]([C:17]1[CH:16]=[C:15]2[C:20]([CH2:21][CH2:22][CH:13]([CH2:12][N:30]([CH2:31][CH2:32][CH3:33])[CH2:27][CH2:28][CH3:29])[O:14]2)=[CH:19][CH:18]=1)(=[O:24])=[O:25]. Reactants: ( 10 ), CC1=CC=C(C=C1)S(=O)(=O)OCC1OC2=CC(=CC=C2CC1)S(=O)(=O)C ([7-(methylsulfonyl)-3,4-dihydro-2H-chromen-2-yl]methyl 4-methylbenzenesulfonate), ( 4 ), C(CC)NCCC (N-propylpropan-1-amine), ( 7 ), ( 6 ). Procedure: Preparation according to Example 25: [7-(methylsulfonyl)-3,4-dihydro-2H-chromen-2-yl]methyl 4-methylbenzenesulfonate (0.020 g, 0.0504 mmol), N-propylpropan-1-amine (0.5 ml), ACN (3 ml). MS m/z (rel. intensity, 70 eV) 325 (M+, 1), 296 (7), 131 (4), 115 (10), 114 (bp), 86 (6). Product: CS(=O)(=O)C1=CC=C2CCC(OC2=C1)CN(CCC)CCC (N-{[7-(METHYLSULFONYL)-3,4-DIHYDRO-2H-CHROMEN-2-YL]METHYL}-N-PROPYLPROPAN-1-AMINE). The reactants are O (Water), CC1=NOC(=C1C)NC(OCC(Cl)(Cl)Cl)=O (2,2,2-trichloroethyl (3,4-dimethylisoxazol-5-yl)carbamate), FC1=CC=C(C=C1)C=1N=C(SC1)N1CCCCC1 (1-[4-(4-fluorophenyl)-1,3-thiazol-2-yl]piperidine), C(C)(C)N(CC)C(C)C (diisopropylethylamine), CS(=O)C (dimethylsulfoxide). Run at temperature 70 celsius, time 14 hour. Yields the product CC1=NOC(=C1C)NC(=O)N1CCC(CC1)C=1SC=C(N1)C1=CC=C(C=C1)F (N-(3,4-Dimethylisoxazol-5-yl)-4-[4-(4-fluorophenyl)-1,3-thiazol-2-yl]piperidine-1-carboxamide). Isolated yield 44.4%. RXN SMILES: [CH3:1][C:2]1[C:6]([CH3:7])=[C:5]([NH:8][C:9](=[O:16])OCC(Cl)(Cl)Cl)[O:4][N:3]=1.[F:17][C:18]1[CH:23]=[CH:22][C:21]([C:24]2[N:25]=[C:26](N3CCCCC3)[S:27][CH:28]=2)=[CH:20][CH:19]=1.C([N:38]([CH:41]([CH3:43])C)[CH2:39][CH3:40])(C)C.O.[CH3:45]S(C)=O>>[CH3:1][C:2]1[C:6]([CH3:7])=[C:5]([NH:8][C:9]([N:38]2[CH2:39][CH2:40][CH:45]([C:26]3[S:27][CH:28]=[C:24]([C:21]4[CH:20]=[CH:19][C:18]([F:17])=[CH:23][CH:22]=4)[N:25]=3)[CH2:43][CH2:41]2)=[O:16])[O:4][N:3]=1. Procedure details: A mixture of 2,2,2-trichloroethyl (3,4-dimethylisoxazol-5-yl)carbamate (241 mg, 0.839 mmol), 1-[4-(4-fluorophenyl)-1,3-thiazol-2-yl]piperidine (200 mg, 0.762 mmol) and diisopropylethylamine (0.266 ml, 1.52 mmol) in dimethylsulfoxide (2.5 ml) was stirred at 70° C. for 14 hours. Water was poured into the reaction solution, and the mixture was extracted with ethyl acetate. The extract was washed with water and dried over anhydrous magnesium sulfate, and the solvent was distilled off under reduced p...